This data is from the Open Reaction Database (ORD), a public repository of structured organic reaction records. The task is: describe an organic reaction: reactants, conditions, products, and yield The reactants are CCO, COC(=O)c1ccc(NC(c2oc3ccc(Cl)nc3c2C)C2CCCCC2)cc1, [Li+], C1CCOC1, [OH-]. Yields the product Cc1c(C(Nc2ccc(C(=O)O)cc2)C2CCCCC2)oc2ccc(Cl)nc12. RXN SMILES: [CH3:30][CH2:31][OH:32].[Cl:1][c:2]1[cH:3][cH:4][c:5]2[c:6]([n:7]1)[c:8]([CH3:29])[c:9]([CH:11]([CH:12]1[CH2:13][CH2:14][CH2:15][CH2:16][CH2:17]1)[NH:18][c:19]1[cH:20][cH:21][c:22]([C:23](=[O:24])[O:25][CH3:26])[cH:27][cH:28]1)[o:10]2.[Li+:33].[O:35]1[CH2:36][CH2:37][CH2:38][CH2:39]1.[OH-:34]>>[Cl:1][c:2]1[cH:3][cH:4][c:5]2[c:6]([n:7]1)[c:8]([CH3:29])[c:9]([CH:11]([CH:12]1[CH2:13][CH2:14][CH2:15][CH2:16][CH2:17]1)[NH:18][c:19]1[cH:20][cH:21][c:22]([C:23](=[O:24])[OH:25])[cH:27][cH:28]1)[o:10]2. The reactants are COC(=O)C=1C=NC(=NC1)C1CCCCC1 (2-cyclohexyl-pyrimidine-5-carboxylic acid methyl ester), [Li+].[OH-] (LiOH). Yields the product C1(CCCCC1)C1=NC=C(C=N1)C(=O)O (2-cyclohexyl-pyrimidine-5-carboxylic acid). The yield is 22.1%. As a reaction SMILES: C[O:2][C:3]([C:5]1[CH:6]=[N:7][C:8]([CH:11]2[CH2:16][CH2:15][CH2:14][CH2:13][CH2:12]2)=[N:9][CH:10]=1)=[O:4].[Li+].[OH-]>>[CH:11]1([C:8]2[N:9]=[CH:10][C:5]([C:3]([OH:4])=[O:2])=[CH:6][N:7]=2)[CH2:12][CH2:13][CH2:14][CH2:15][CH2:16]1 |f:1.2|. Reported procedure: A solution of 2-cyclohexyl-pyrimidine-5-carboxylic acid methyl ester (0.97 g, 4.39 mmol) and aqueous LiOH (1 M, 4.39 mL) MeOH (6 mL) is stirred at room temperature overnight. MeOH is evaporated in vacuo, and the aqueous solution is treated with 3 N HCl to adjust the pH to between 2 and 3. The resulting precipitate is filtered off, washed with water and dried in vacuo to afford 2-cyclohexyl-pyrimidine-5-carboxylic acid (0.2 g, 22%) as a solid. MS: 207 (M+H). The reactants are solution, C(CCC)[Li] (n-butyl lithium), C(=C)N1C=NC2=C1C=CC=C2 (1-Vinylbenzimidazole), C(C)(C)NC(C)C (diisopropylamine), C(=O)OCC (Ethyl formate), C(C)(=O)O (Acetic acid). Run in CCCCCC (hexane), O1CCCC1 (tetrahydrofuran), O1CCCC1 (tetrahydrofuran), C(C)(=O)OCC (ethyl acetate), O (water). Conditions: time 30 minute. Product: C(=C)N1C(=NC2=C1C=CC=C2)C=O (1-vinylbenzimidazole-2-carboxaldehyde). Yield: 41.1%. Reaction SMILES: C(NC(C)C)(C)C.C([Li])CCC.[CH:13]([N:15]1[C:19]2[CH:20]=[CH:21][CH:22]=[CH:23][C:18]=2[N:17]=[CH:16]1)=[CH2:14].[CH:24](OCC)=[O:25].C(O)(=O)C>CCCCCC.O1CCCC1.C(OCC)(=O)C.O>[CH:13]([N:15]1[C:19]2[CH:20]=[CH:21][CH:22]=[CH:23][C:18]=2[N:17]=[C:16]1[CH:24]=[O:25])=[CH2:14]. Reported procedure: To a cold (-78° C.) solution of dry tetrahydrofuran (300 ml) containing 13.27 ml (94.6 mmoles) of diisopropylamine was added 37.86 ml of 2.5M solution of n-butyl lithium in hexane and the mixture stirred for 30 minutes. 1-Vinylbenzimidazole (13.6 g, 94.6 mmoles) in 50 ml of tetrahydrofuran was added and the mixture stirred for 30 minutes. Ethyl formate (8.4 ml, 104.1 mmoles) was then added and the reaction mixture stirred, allowing to warm to room temperature, overnight. Acetic acid (5.4 ml, 99.... Starting materials: [Li]CCCC, C1CCOC1, Cn1cnc(-c2ccc(Cl)cc2Cl)c1-c1ccc(Cl)cc1Cl, CCOC(=O)Cl. The product is CCOC(=O)c1nc(-c2ccc(Cl)cc2Cl)c(-c2ccc(Cl)cc2Cl)n1C. Reaction SMILES: [CH2:23]([Li:24])[CH2:25][CH2:26][CH3:27].[CH2:34]1[O:35][CH2:36][CH2:37][CH2:38]1.[Cl:1][c:2]1[c:3](-[c:9]2[n:10][cH:11][n:12]([CH3:22])[c:13]2-[c:14]2[c:15]([Cl:21])[cH:16][c:17]([Cl:20])[cH:18][cH:19]2)[cH:4][cH:5][c:6]([Cl:8])[cH:7]1.[Cl:28][C:29](=[O:30])[O:31][CH2:32][CH3:33]>>[Cl:1][c:2]1[c:3](-[c:9]2[n:10][c:11]([C:29](=[O:30])[O:31][CH2:32][CH3:33])[n:12]([CH3:22])[c:13]2-[c:14]2[c:15]([Cl:21])[cH:16][c:17]([Cl:20])[cH:18][cH:19]2)[cH:4][cH:5][c:6]([Cl:8])[cH:7]1. Starting materials: CCOC(=O)C(Cl)C(=O)C(C)C, CN(C)C=O, [H-], [Na+], O, O=C(O)c1ccc(C(F)(F)F)cc1. The product is CCOC(=O)C(OC(=O)c1ccc(C(F)(F)F)cc1)C(=O)C(C)C. RXN SMILES: [CH2:21]([CH3:22])[O:23][C:24]([CH:25]([C:26]([CH:27]([CH3:28])[CH3:29])=[O:30])[Cl:31])=[O:32].[CH3:3][N:4]([CH3:5])[CH:6]=[O:7].[H-:1].[Na+:2].[OH2:33].[OH:8][C:9](=[O:10])[c:11]1[cH:12][cH:13][c:14]([C:17]([F:18])([F:19])[F:20])[cH:15][cH:16]1>>[O:8]=[C:9]([O:10][CH:25]([C:24]([O:23][CH2:21][CH3:22])=[O:32])[C:26]([CH:27]([CH3:28])[CH3:29])=[O:30])[c:11]1[cH:12][cH:13][c:14]([C:17]([F:18])([F:19])[F:20])[cH:15][cH:16]1. Reactants: ClC1=C(C=NN1C1=NC(=CC=C1)S(N(C)C)(=O)=O)C(=O)OCC (ethyl 5-chloro-1-(6-dimethylsulfamoylpyridin-2-yl)pyrazole-4-carboxylate), N#N (N2), C(C1=CC=CC=C1)S (benzylmercaptan), C([O-])([O-])=O.[K+].[K+] (potassium carbonate). Solvent: CN(C=O)C (dimethylformamide). Yields the product CN(S(=O)(=O)C1=CC=CC(=N1)N1N=CC(=C1S(=O)(=O)N)C(=O)OCC)C (1-(6-dimethylsulfamoylpyridin-2-yl)-4-ethoxycarbonylpyrazole-5-sulfonamide). The yield is 186.3%. RXN SMILES: Cl[C:2]1[N:6]([C:7]2[CH:12]=[CH:11][CH:10]=[C:9]([S:13](=[O:18])(=[O:17])[N:14]([CH3:16])[CH3:15])[N:8]=2)[N:5]=[CH:4][C:3]=1[C:19]([O:21][CH2:22][CH3:23])=[O:20].C(S)C1C=CC=CC=1.C(=O)([O-])[O-].[K+].[K+].N#N>CN(C)C=O>[CH3:15][N:14]([CH3:16])[S:13]([C:9]1[N:8]=[C:7]([N:6]2[C:2]([S:13]([NH2:14])(=[O:18])=[O:17])=[C:3]([C:19]([O:21][CH2:22][CH3:23])=[O:20])[CH:4]=[N:5]2)[CH:12]=[CH:11][CH:10]=1)(=[O:18])=[O:17] |f:2.3.4|. Reported procedure: To 50 ml of dried dimethylformamide, added were 4.2 g of ethyl 5-chloro-1-(6-dimethylsulfamoylpyridin-2-yl)pyrazole-4-carboxylate and 1.46 g of benzylmercaptan and 3.2 g of potassium carbonate, followed by stirring at room temperature for 24 hours in the atmosphere of N2. After the reaction, inorganic salt was filtered off and dimethylformamide was evaporated from the filtrate to obtain 4.4 g of the title compound as an oily product. Reactants: [H-].[Na+] (sodium hydride), S(=O)(=O)(OCC)OCC (diethyl sulfate), ice water, N1=CC=C(C=C1)NC1=CSC2=NC=CC=C21 (3-(4-pyridinylamino)thieno[2,3-b]pyridine), ice. Run in CN(C=O)C (dimethylformamide), CN(C=O)C (dimethylformamide), CN(C=O)C (dimethylformamide). Yields the product C(C)N(C1=CSC2=NC=CC=C21)C2=CC=NC=C2 (3-(Ethyl-4-pyridinylamino)thieno[2,3-b]pyridine). The yield is 46.7%. Reaction SMILES: [N:1]1[CH:6]=[CH:5][C:4]([NH:7][C:8]2[C:16]3[C:11](=[N:12][CH:13]=[CH:14][CH:15]=3)[S:10][CH:9]=2)=[CH:3][CH:2]=1.[H-].[Na+].S(OCC)(O[CH2:23][CH3:24])(=O)=O>CN(C)C=O>[CH2:23]([N:7]([C:4]1[CH:5]=[CH:6][N:1]=[CH:2][CH:3]=1)[C:8]1[C:16]2[C:11](=[N:12][CH:13]=[CH:14][CH:15]=2)[S:10][CH:9]=1)[CH3:24] |f:1.2|. Procedure: A solution of 3-(4-pyridinylamino)thieno[2,3-b]pyridine (4 g) in 25 mL of dimethylformamide was added to an ice-cooled suspension of sodium hydride (60% oil dispersion, 0.8 g, washed with heptane) in 5 mL of dimethylformamide. After anion formation was completed a solution of diethyl sulfate (3 g) in 5 mL of dimethylformamide was added. After one hour the reaction mixture was poured into ice-water and extracted with ethyl acetate. The organic extract was washed with water and saturated sodium ch... The reactants are [Al+3], [Cl-], [Cl-], [Cl-], Cl[SiH](Cl)Cl, Cl[Si](Cl)(c1ccccc1)c1ccccc1. The product is Cl[Si](Cl)(Cl)c1ccccc1. RXN SMILES: [Al+3:17].[Cl-:16].[Cl-:18].[Cl-:19].[Cl:20][SiH:21]([Cl:22])[Cl:23].[c:1]1([Si:7]([Cl:8])([Cl:9])[c:10]2[cH:11][cH:12][cH:13][cH:14][cH:15]2)[cH:2][cH:3][cH:4][cH:5][cH:6]1>>[Si:7]([Cl:8])([Cl:9])([c:10]1[cH:11][cH:12][cH:13][cH:14][cH:15]1)[Cl:20]. Starting materials: CC(=O)O[BH-](OC(C)=O)OC(C)=O, Cc1nc(C=O)c[nH]1, CC(=O)O, ClCCCl, CC(C)(C)OC(=O)N1CCC(CN)CC1, [Na+], [Na+], [OH-]. The product is Cc1ncc2n1C(=O)N(CC1CCN(C(=O)OC(C)(C)C)CC1)C2. As a reaction SMILES: [C:24]([O:25][BH-:27]([O:28][C:29](=[O:30])[CH3:31])[O:32][C:33](=[O:34])[CH3:35])(=[O:26])[CH3:36].[CH3:16][c:17]1[nH:18][cH:19][c:20]([CH:22]=[O:23])[n:21]1.[CH3:44][C:45](=[O:46])[OH:47].[Cl:40][CH2:41][CH2:42][Cl:43].[NH2:1][CH2:2][CH:3]1[CH2:4][CH2:5][N:6]([C:9](=[O:10])[O:11][C:12]([CH3:13])([CH3:14])[CH3:15])[CH2:7][CH2:8]1.[Na+:37].[Na+:39].[OH-:38]>>[N:1]1([CH2:2][CH:3]2[CH2:4][CH2:5][N:6]([C:9](=[O:10])[O:11][C:12]([CH3:13])([CH3:14])[CH3:15])[CH2:7][CH2:8]2)[CH2:22][c:20]2[cH:19][n:18][c:17]([CH3:16])[n:21]2[C:24]1=[O:26].